From a dataset of the Open Reaction Database (ORD), a public repository of structured organic reaction records. describe an organic reaction: reactants, conditions, products, and yield The reactants are Cl (hydrochloric acid), NC1=C(C=C(C=C1)Cl)CC(C1=CC=C(C=C1)OC)C(C(=O)OC)C(=O)OC ([2-(2-amino-5-chlorophenyl)-1-(4-methoxyphenyl)ethyl]propanedioic acid, dimethyl ester), solution, C[O-].[Na+] (sodium methoxide). The solvent is CO (methanol), CO (methanol). The product is ClC=1C=CC2=C(CC(C(C(N2)=O)C(=O)OC)C2=CC=C(C=C2)OC)C1 (7-Chloro-1,3,4,5-tetrahydro-3-(methoxycarbonyl)-4-(4-methoxyphenyl)-2H-1-benzazepin-2-one). Isolated yield 91.5%. As a reaction SMILES: [NH2:1][C:2]1[CH:7]=[CH:6][C:5]([Cl:8])=[CH:4][C:3]=1[CH2:9][CH:10]([CH:19]([C:24]([O:26][CH3:27])=[O:25])[C:20](OC)=[O:21])[C:11]1[CH:16]=[CH:15][C:14]([O:17][CH3:18])=[CH:13][CH:12]=1.C[O-].[Na+].Cl>CO>[Cl:8][C:5]1[CH:6]=[CH:7][C:2]2[NH:1][C:20](=[O:21])[CH:19]([C:24]([O:26][CH3:27])=[O:25])[CH:10]([C:11]3[CH:16]=[CH:15][C:14]([O:17][CH3:18])=[CH:13][CH:12]=3)[CH2:9][C:3]=2[CH:4]=1 |f:1.2|. Procedure details: To a solution of [2-(2-amino-5-chlorophenyl)-1-(4-methoxyphenyl)ethyl]propanedioic acid, dimethyl ester (23.2 g, 59.2 mmole) in methanol (200 ml) was added a 25% solution of sodium methoxide in methanol (16 ml, 69.97 mmole). The solution was refluxed for 3 hours under argon. The reaction was cooled to room temperature and treated with 200 ml of 1N hydrochloric acid. The white precipitate was filtered and washed with water, methanol, and dried in vacuo to yield 19.5 g of the title compound, melti... Reactants: ClC1=CC=C(C=C1)I (1-chloro-4-iodo-benzene), COC(C1=CC(=CC=C1)CN(C(C#CC1=CC=CC=C1)=O)C1=C(C=CC=C1)F)=O (3-{[(2-fluoro-phenyl)-(3-phenyl-propynoyl)-amino]-methyl}-benzoic acid methyl ester). Yields the product COC(C1=CC(=CC=C1)CN1C(/C(/C2=CC=CC(=C12)F)=C(\C1=CC=CC=C1)/C1=CC=C(C=C1)Cl)=O)=O (3-{3-[1-(4-Chloro-phenyl)-1-phenyl-meth-(E)-ylidene]-7-fluoro-2-oxo-2,3-dihydro-indol-1-ylmethyl}-benzoic acid methyl ester). As a reaction SMILES: [Cl:1][C:2]1[CH:7]=[CH:6][C:5](I)=[CH:4][CH:3]=1.[CH3:9][O:10][C:11](=[O:37])[C:12]1[CH:17]=[CH:16][CH:15]=[C:14]([CH2:18][N:19]([C:30]2[CH:35]=[CH:34][CH:33]=[CH:32][C:31]=2[F:36])[C:20](=[O:29])[C:21]#[C:22][C:23]2[CH:28]=[CH:27][CH:26]=[CH:25][CH:24]=2)[CH:13]=1>>[CH3:9][O:10][C:11](=[O:37])[C:12]1[CH:17]=[CH:16][CH:15]=[C:14]([CH2:18][N:19]2[C:30]3[C:35](=[CH:34][CH:33]=[CH:32][C:31]=3[F:36])/[C:21](=[C:22](\[C:5]3[CH:6]=[CH:7][C:2]([Cl:1])=[CH:3][CH:4]=3)/[C:23]3[CH:28]=[CH:27][CH:26]=[CH:25][CH:24]=3)/[C:20]2=[O:29])[CH:13]=1. Procedure details: The title compound was prepared in analogy to Example 5 starting from 1-chloro-4-iodo-benzene (commercially available) and 3-{[(2-fluoro-phenyl)-(3-phenyl-propynoyl)-amino]-methyl}-benzoic acid methyl ester. 1H NMR (300 Hz, CDCl3): δppm 3.88 (s, 3H), 5.11 (s, 2H), 6.22 (d, 1H), 6.61-6.67 (m, 1H), 6.82-6.89 (dd, 1H), 7.26-7.43 (m, 10H), 7.52 (d, 1H), 7.92 (d, 1H), 8.01 (s, 1H). Reaction SMILES: [CH:1]([NH:3][CH:4]([CH2:7][CH2:8][O:9][C:10]1[C:19]2[C:14](=[CH:15][CH:16]=[CH:17][CH:18]=2)[CH:13]=[CH:12][CH:11]=1)[CH2:5][OH:6])=O.[H-].[H-].[H-].[H-].[Li+].[Al+3]>C1COCC1>[CH3:1][NH:3][CH:4]([CH2:7][CH2:8][O:9][C:10]1[C:19]2[C:14](=[CH:15][CH:16]=[CH:17][CH:18]=2)[CH:13]=[CH:12][CH:11]=1)[CH2:5][OH:6] |f:1.2.3.4.5.6|. The product is CNC(CO)CCOC1=CC=CC2=CC=CC=C12 (2-(Methylamino)-4-(1-naphthyloxy)-1-butanol). Starting materials: C(=O)NC(CO)CCOC1=CC=CC2=CC=CC=C12 (2-(formylamino)-4-(1-naphthyloxy)butanol), [H-].[H-].[H-].[H-].[Li+].[Al+3] (LiAlH4). Run at temperature 45 celsius. Procedure details: A solution of 2-(formylamino)-4-(1-naphthyloxy)butanol (7.1 g), prepared as described in Example 3, in dry THF (150 ml) is added dropwise to a suspension of LiAlH4 (5.0 g) in THF (150 ml). The mixture is heated at 45° C. for 3 hours and cooled. Excess LiAlH4 is destroyed by the careful addition of THF/water (9:1). The mixture is filtered through diatomaceous earth (Celite). The filtrate is dried and evaporated. The residue is crystallized from diethyl ether to give the title compound, γmaxCHCl3 ... Solvent: C1CCOC1 (THF), C1CCOC1 (THF). Starting materials: O (water), C(C)(=O)C1=C(N=C(S1)N1C(N(CC1)CC1C(C1)(F)F)=O)C (1-(5-acetyl-4-methylthiazol-2-yl)-3-((2,2-difluorocyclopropyl)-methyl)imidazolidin-2-one), acetal, CN(C=O)C (N,N-dimethylformamide), O.NN (hydrazine monohydrate). Run at temperature 96 celsius. Yields the product FC1(C(C1)CN1C(N(CC1)C=1SC(=C(N1)C)C1=NNC=C1)=O)F (1-((2,2-difluorocyclopropyl)methyl)-3-(4-methyl-5-(1H-pyrazol-3-yl)thiazol-2-yl)imidazolidin-2-one). Yield: 90.0%. RXN SMILES: [C:1]([C:4]1[S:8][C:7]([N:9]2[CH2:13][CH2:12][N:11]([CH2:14][CH:15]3[CH2:17][C:16]3([F:19])[F:18])[C:10]2=[O:20])=[N:6][C:5]=1[CH3:21])(=O)[CH3:2].O.[NH2:23]N.O.C[N:27]([CH3:30])C=O>>[F:18][C:16]1([F:19])[CH2:17][CH:15]1[CH2:14][N:11]1[CH2:12][CH2:13][N:9]([C:7]2[S:8][C:4]([C:1]3[CH:2]=[CH:30][NH:27][N:23]=3)=[C:5]([CH3:21])[N:6]=2)[C:10]1=[O:20] |f:1.2|. Procedure details: A mixture of 1-(5-acetyl-4-methylthiazol-2-yl)-3-((2,2-difluorocyclopropyl)-methyl)imidazolidin-2-one (0.32 g, 1.00 mmol) and N,N-dimethylformamidediemthyl acetal (0.24 g, 2.00 mmol) in anhydrous N,N-dimethylformamide (10.0 mL) was heated at 96° C. for 16 h and cooled to ambient temperature, followed by the addition of hydrazine monohydrate (1.0 mL). The mixture was heated at 96° C. for 0.5 h and cooled to ambient temperature, followed by the addition of water (20.0 mL). The pale yellow solid fo... The reactants are crude product, BrC1=CC=C(C=C1)C=CC1=CC=C(C=C1)Br (4,4′-dibromostilbene), C(CCCCCCC)NCCCCCCCC (Dioctylamine), C1(=C(C=CC=C1)P)C (o-tolylphosphine), CC(C)([O-])C.[Na+] (sodium t-butoxide). The reagents and catalysts are C=1C=CC(=CC1)/C=C/C(=O)/C=C/C2=CC=CC=C2.C=1C=CC(=CC1)/C=C/C(=O)/C=C/C2=CC=CC=C2.C=1C=CC(=CC1)/C=C/C(=O)/C=C/C2=CC=CC=C2.[Pd].[Pd] (tris(dibenzylideneacetone)dipalladium). Solvent: C1(=CC=CC=C1)C (toluene). Reaction conditions: temperature 80 celsius, time 48 hour. The product is C(CCCCCCC)N(C1=CC=C(C=C1)C=CC1=CC=C(C=C1)N(CCCCCCCC)CCCCCCCC)CCCCCCCC (4,4′-Bis-dioctylaminostilbene). Reaction SMILES: Br[C:2]1[CH:7]=[CH:6][C:5]([CH:8]=[CH:9][C:10]2[CH:15]=[CH:14][C:13](Br)=[CH:12][CH:11]=2)=[CH:4][CH:3]=1.[C:17]1([CH3:24])[CH:22]=[CH:21][CH:20]=[CH:19][C:18]=1P.C[C:26]([CH3:29])([O-])[CH3:27].[Na+].[CH2:31]([NH:39][CH2:40][CH2:41][CH2:42][CH2:43][CH2:44][CH2:45][CH2:46][CH3:47])[CH2:32][CH2:33][CH2:34][CH2:35][CH2:36][CH2:37][CH3:38]>C1(C)C=CC=CC=1.C1C=CC(/C=C/C(/C=C/C2C=CC=CC=2)=O)=CC=1.C1C=CC(/C=C/C(/C=C/C2C=CC=CC=2)=O)=CC=1.C1C=CC(/C=C/C(/C=C/C2C=CC=CC=2)=O)=CC=1.[Pd].[Pd]>[CH2:31]([N:39]([CH2:40][CH2:18][CH2:19][CH2:20][CH2:21][CH2:22][CH2:17][CH3:24])[C:2]1[CH:7]=[CH:6][C:5]([CH:8]=[CH:9][C:10]2[CH:15]=[CH:14][C:13]([N:39]([CH2:31][CH2:32][CH2:33][CH2:34][CH2:35][CH2:36][CH2:37][CH3:38])[CH2:40][CH2:41][CH2:42][CH2:43][CH2:44][CH2:45][CH2:46][CH3:47])=[CH:12][CH:11]=2)=[CH:4][CH:3]=1)[CH2:32][CH2:33][CH2:34][CH2:35][CH2:27][CH2:26][CH3:29] |f:2.3,6.7.8.9.10|. Procedure: An oven dried 3-necked flask was fitted with a reflux condenser and purged with nitrogen. Into the flask was placed 4,4′-dibromostilbene (1.0 g, 2.96 mmol) (synthesized by the general Wittig procedure described above), tris(dibenzylideneacetone)dipalladium (Pd2(dba)3) (13.5 mg, 0.0148 mmol), o-tolylphosphine (13,5 mg, 0.044 mmol), and sodium t-butoxide (711 mg, 7.4 mmol) in 6 mL dry toluene. Dioctylamine (1.608 g, 6.65 mmol) was then added and the reaction mixture was stirred for 48 hours at 80°... The reactants are C(C)(C)C1=NC(=C(C(=C1CO)C1=CC=C(C=C1)Cl)C=CCCC)C(C)C (2,6-diisopropyl-3-hydroxymethyl-4-(4-chlorophenyl)-5(pent-1-enyl)pyridine). The solvent is C(C)(=O)OCC.CCCCCC (ethyl acetate n-hexane). Yields the product C(C)(C)C1=NC(=C(C(=C1CO)C1=CC=C(C=C1)Cl)CCCCC)C(C)C (2,6-Diisopropyl-3-hydroxymethyl-4-(4-chlorophenyl)-5-pentylpyridine). As a reaction SMILES: [CH:1]([C:4]1[C:9]([CH2:10][OH:11])=[C:8]([C:12]2[CH:17]=[CH:16][C:15]([Cl:18])=[CH:14][CH:13]=2)[C:7]([CH:19]=[CH:20][CH2:21][CH2:22][CH3:23])=[C:6]([CH:24]([CH3:26])[CH3:25])[N:5]=1)([CH3:3])[CH3:2]>C(OCC)(=O)C.CCCCCC>[CH:1]([C:4]1[C:9]([CH2:10][OH:11])=[C:8]([C:12]2[CH:13]=[CH:14][C:15]([Cl:18])=[CH:16][CH:17]=2)[C:7]([CH2:19][CH2:20][CH2:21][CH2:22][CH3:23])=[C:6]([CH:24]([CH3:25])[CH3:26])[N:5]=1)([CH3:3])[CH3:2] |f:1.2|. Reported procedure: The title compound was prepared from 2,6-diisopropyl-3-hydroxymethyl-4-(4-chlorophenyl)-5(pent-1-enyl)pyridine (Example 143) by the procedure described in Example 126. 1H NMR (300 MHz, CDCl3): δ 0.79 (t, J=7.0 Hz, 3 H), 1.08-1.38 (m, 18 H), 2.26 (m, 2 H), 3.22 (m, 1 H), 3.40 (m, 1 H), 4.31 (d, J=5.0 Hz, 1 H), 7.13 (d, J=8.0 Hz, 2 H), 7.42 (d, J=8.0 Hz, 2 H). mp 83-85° C. Rf=0.36 (10% ethyl acetate/n-hexane). Reactants: COC(C1=CN=C(C=C1)NC(CSC1N(C(C(=C1C)C)=O)CC1=CC=C(C=C1)OC)=O)=O (6-{2-[1-(4-Methoxybenzyl)-3,4-dimethyl-5-oxo-2,5-dihydro-1H-pyrrol-2-ylsulfanyl]-acetylamino}-nicotinic acid methyl ester), NC1=NC(=CC=C1)C (2-amino-6-picoline). Yields the product COC1=CC=C(CN2C(C(=C(C2=O)C)C)SCC(=O)NC2=NC(=CC=C2)C)C=C1 (2-[1-(4-Methoxy-benzyl)-3,4-dimethyl-5-oxo-2,5-dihydro-1H-pyrrol-2-ylsulfanyl]-N-(6-methyl-pyridin-2-yl)-acetamide). RXN SMILES: COC(=O)[C:4]1[CH:9]=[CH:8][C:7]([NH:10][C:11](=[O:31])[CH2:12][S:13][CH:14]2[C:18]([CH3:19])=[C:17]([CH3:20])[C:16](=[O:21])[N:15]2[CH2:22][C:23]2[CH:28]=[CH:27][C:26]([O:29][CH3:30])=[CH:25][CH:24]=2)=[N:6][CH:5]=1.N[C:34]1C=CC=C(C)N=1>>[CH3:30][O:29][C:26]1[CH:27]=[CH:28][C:23]([CH2:22][N:15]2[C:16](=[O:21])[C:17]([CH3:20])=[C:18]([CH3:19])[CH:14]2[S:13][CH2:12][C:11]([NH:10][C:7]2[CH:8]=[CH:9][CH:4]=[C:5]([CH3:34])[N:6]=2)=[O:31])=[CH:24][CH:25]=1. Reported procedure: The product from Example 1, Part C (0.3 g, 0.93 mmol) and 2-amino-6-picoline (0.152 g, 1.4 mmol) were converted to the title compound by the method described in Part B of Example 16 (271 mg, 70%). 1H NMR (300 MHz, CDCl3) δ 8.50 (broad s, 1H); 8.12 (d, J=5 Hz, 1H), 7.96 (s, 1H); 7.20 (d, J=8.4 Hz, 2H); 6.88 (d, J=5 Hz, 1H); 6.84 (d, J=8.4 Hz, 2H); 5.10 (d, J=14.6 Hz, 1H), 4.61 (s, 1H); 4.16 (d, 14.9 Hz, 1H); 3.76 (s, 3H); 2.90 (s, 2H); 2.36 (s, 3H); 1.95 (s, 3H); 1.84 (s, 3H). MS: m/z (MH+) 412. RXN SMILES: [C:32](=[O:33])([O-:34])[O-:35].[CH2:38]([CH3:39])[SH:40].[Cl:1][c:2]1[c:3]([CH:11]([C:12]2([C:15]([F:16])([F:17])[F:18])[O:13][CH2:14]2)[NH:19][c:20]2[c:21]3[cH:22][cH:23][c:24](=[O:31])[nH:25][c:26]3[cH:27][c:28]([F:30])[cH:29]2)[cH:4][cH:5][c:6]([O:9][CH3:10])[c:7]1[F:8].[Cs+:36].[Cs+:37].[O:42]=[CH:43][N:44]([CH3:45])[CH3:46].[OH2:41]>>[Cl:1][c:2]1[c:3]([CH:11]([C:12]([OH:13])([CH2:14][S:40][CH2:38][CH3:39])[C:15]([F:16])([F:17])[F:18])[NH:19][c:20]2[c:21]3[cH:22][cH:23][c:24](=[O:31])[nH:25][c:26]3[cH:27][c:28]([F:30])[cH:29]2)[cH:4][cH:5][c:6]([O:9][CH3:10])[c:7]1[F:8]. The product is CCSCC(O)(C(Nc1cc(F)cc2[nH]c(=O)ccc12)c1ccc(OC)c(F)c1Cl)C(F)(F)F. Starting materials: O=C([O-])[O-], CCS, COc1ccc(C(Nc2cc(F)cc3[nH]c(=O)ccc23)C2(C(F)(F)F)CO2)c(Cl)c1F, [Cs+], [Cs+], CN(C)C=O, O.